This data is from the Open Reaction Database (ORD), a public repository of structured organic reaction records. The task is: describe an organic reaction: reactants, conditions, products, and yield The reactants are C[O-], CO, COCCOc1nc(N)c2nc(Br)n(Cc3cccc(CO)c3)c2n1, [Na+]. Yields the product COCCOc1nc(N)c2nc(OC)n(Cc3cccc(CO)c3)c2n1. Reaction SMILES: [CH3:26][O-:27].[CH3:29][OH:30].[NH2:1][c:2]1[c:3]2[n:4][c:5]([Br:25])[n:6]([CH2:16][c:17]3[cH:18][c:19]([CH2:23][OH:24])[cH:20][cH:21][cH:22]3)[c:7]2[n:8][c:9]([O:11][CH2:12][CH2:13][O:14][CH3:15])[n:10]1.[Na+:28]>>[NH2:1][c:2]1[c:3]2[n:4][c:5]([O:27][CH3:26])[n:6]([CH2:16][c:17]3[cH:18][c:19]([CH2:23][OH:24])[cH:20][cH:21][cH:22]3)[c:7]2[n:8][c:9]([O:11][CH2:12][CH2:13][O:14][CH3:15])[n:10]1. Reactants: OCc1nc(Br)ccc1F, ClCCl, O=S(Br)Br, c1ccncc1. Product: Fc1ccc(Br)nc1CBr. RXN SMILES: [Br:5][c:6]1[cH:7][cH:8][c:9]([F:14])[c:10]([CH2:12][OH:13])[n:11]1.[Cl:21][CH2:22][Cl:23].[S:1]([Br:2])([Br:3])=[O:4].[cH:15]1[cH:16][cH:17][n:18][cH:19][cH:20]1>>[Br:3][CH2:12][c:10]1[c:9]([F:14])[cH:8][cH:7][c:6]([Br:5])[n:11]1. Starting materials: COCOC=1C(=C(C2=C(SC(O2)CCCO)C1C)C)C (3-(5-methoxymethoxy-4,6,7-trimethyl-1,3-benzoxathiole-2-yl)propanol), O (water), C1(=CC=CC=C1)P(C1=CC=CC=C1)C1=CC=CC=C1 (triphenylphosphine), II (iodine). As a reaction SMILES: [CH3:1][O:2][CH2:3][O:4][C:5]1[C:6]([CH3:20])=[C:7]([CH3:19])[C:8]2[O:12][CH:11]([CH2:13][CH2:14][CH2:15]O)[S:10][C:9]=2[C:17]=1[CH3:18].C1(P(C2C=CC=CC=2)C2C=CC=CC=2)C=CC=CC=1.[I:40]I.O>C1C=CC=CC=1.N1C=CC=CC=1>[I:40][CH2:15][CH2:14][CH2:13][CH:11]1[S:10][C:9]2[C:17]([CH3:18])=[C:5]([O:4][CH2:3][O:2][CH3:1])[C:6]([CH3:20])=[C:7]([CH3:19])[C:8]=2[O:12]1. Yields the product ICCCC1OC2=C(S1)C(=C(C(=C2C)C)OCOC)C (2-(3-Iodopropyl)-5-methoxymethoxy-4,6,7-trimethyl-1,3-benzoxathiole). Reported procedure: 1.0 g of 3-(5-methoxymethoxy-4,6,7-trimethyl-1,3-benzoxathiole-2-yl)propanol (prepared as described in Example 85) was dissolved in a mixture of 15 ml of benzene and 1.5 ml of pyridine, and then 1.7 g of triphenylphosphine, followed by 1.7 g of iodine, was added to the solution. The mixture was stirred for 40 minutes at room temperature. The product was poured into water and extracted with benzene. The extract was washed with water and then dried over anhydrous sodium sulfate. The benzene was di... The solvent is C1=CC=CC=C1 (benzene), N1=CC=CC=C1 (pyridine). Conditions: time 40 minute. The reactants are CCN1CCN(c2cccc(NC)c2)CC1, CCN1CCN(c2cccc(N(C)C(=O)N3CCc4c(-c5cnc(N(Cc6ccc(OC)cc6)Cc6ccc(OC)cc6)nc5)nc(N5CCOCC5)nc43)c2)CC1, COc1ccc(CN(Cc2ccc(OC)cc2)c2ncc(-c3nc(N4CCOCC4)nc4c3CCN4)cn2)cc1. Yields the product CCN1CCN(c2cccc(N(C)C(=O)N3CCc4c(-c5cnc(N)nc5)nc(N5CCOCC5)nc43)c2)CC1. Reaction SMILES: [CH2:41]([N:42]1[CH2:43][CH2:44][N:45]([c:46]2[cH:47][c:48]([NH:49][CH3:50])[cH:51][cH:52][cH:53]2)[CH2:54][CH2:55]1)[CH3:56].[CH2:57]([CH3:58])[N:59]1[CH2:60][CH2:61][N:62]([c:65]2[cH:66][c:67]([N:71]([C:72](=[O:73])[N:74]3[CH2:75][CH2:76][c:77]4[c:78]3[n:79][c:80]([N:108]3[CH2:109][CH2:110][O:111][CH2:112][CH2:113]3)[n:81][c:82]4-[c:83]3[cH:84][n:85][c:86]([N:89]([CH2:90][c:91]4[cH:92][cH:93][c:94]([O:95][CH3:96])[cH:97][cH:98]4)[CH2:99][c:100]4[cH:101][cH:102][c:103]([O:104][CH3:105])[cH:106][cH:107]4)[n:87][cH:88]3)[CH3:114])[cH:68][cH:69][cH:70]2)[CH2:63][CH2:64]1.[CH3:1][O:2][c:3]1[cH:4][cH:5][c:6]([CH2:7][N:8]([CH2:9][c:10]2[cH:11][cH:12][c:13]([O:14][CH3:15])[cH:16][cH:17]2)[c:18]2[n:19][cH:20][c:21](-[c:22]3[c:23]4[c:27]([n:28][c:29]([N:30]5[CH2:31][CH2:32][O:33][CH2:34][CH2:35]5)[n:36]3)[NH:26][CH2:25][CH2:24]4)[cH:37][n:38]2)[cH:39][cH:40]1>>[CH2:57]([CH3:58])[N:59]1[CH2:60][CH2:61][N:62]([c:65]2[cH:66][c:67]([N:71]([C:72](=[O:73])[N:74]3[CH2:75][CH2:76][c:77]4[c:78]3[n:79][c:80]([N:108]3[CH2:109][CH2:110][O:111][CH2:112][CH2:113]3)[n:81][c:82]4-[c:83]3[cH:84][n:85][c:86]([NH2:89])[n:87][cH:88]3)[CH3:114])[cH:68][cH:69][cH:70]2)[CH2:63][CH2:64]1. The reactants are C1(CCCC1)C(COC1=CC(=C(C=C1)C(C#N)(C)C)F)=O (2-[4-(2-Cyclopentyl-2-oxo-ethoxy)-2-fluoro-phenyl]-2-methyl-propionitrile), [H-].[Na+] (Sodium hydride), C(CC(=O)C)(=O)OC (Methyl acetoacetate), [Li]CCCC (nBuLi), Cl (HCl). Run in C1CCOC1 (THF), C1CCOC1 (THF). Conditions: temperature 0 celsius, time 30 minute. The product is C1(CCCC1)C1(OC(CC(C1)=O)=O)COC1=CC(=C(C=C1)C(C#N)(C)C)F (2-[4-(2-Cyclopentyl-4,6-dioxo-tetrahydro-pyran-2-ylmethoxy)-2-fluor-phenyl]-2-methyl-propionitrile). Yield: 79.0%. RXN SMILES: [H-].[Na+].[C:3](OC)(=[O:8])[CH2:4][C:5]([CH3:7])=[O:6].[Li]CCCC.[CH:16]1([C:21](=[O:36])[CH2:22][O:23][C:24]2[CH:29]=[CH:28][C:27]([C:30]([CH3:34])([CH3:33])[C:31]#[N:32])=[C:26]([F:35])[CH:25]=2)[CH2:20][CH2:19][CH2:18][CH2:17]1.Cl>C1COCC1>[CH:16]1([C:21]2([CH2:22][O:23][C:24]3[CH:29]=[CH:28][C:27]([C:30]([CH3:33])([CH3:34])[C:31]#[N:32])=[C:26]([F:35])[CH:25]=3)[CH2:7][C:5](=[O:6])[CH2:4][C:3](=[O:8])[O:36]2)[CH2:20][CH2:19][CH2:18][CH2:17]1 |f:0.1|. Procedure: Sodium hydride (60%) (0.49 g, 12.3 mmol) was magnetically stirred in dry THF (33 mL) and cooled to 0° C. The mixture was then treated with Methyl acetoacetate (1.34 mL, 12.3 mmol) dropwise over 15 min. The reaction was allowed to stir for 30 min at 0° C. To the resulting clear solution was added nBuLi (1.6M in Hexanes) (7.71 mL, 12.3 mmol). The reaction was then allowed to stir for 30 min at 0° C. To the yellow solution was added 2-[4-(2-Cyclopentyl-2-oxo-ethoxy)-2-fluoro-phenyl]-2-methyl-propio...